From a dataset of the Open Reaction Database (ORD), a public repository of structured organic reaction records. describe an organic reaction: reactants, conditions, products, and yield Starting materials: Cc1ccccc1, COc1ccc(C(=O)O)cc1OC1CCCC1F, O=S(Cl)Cl. The product is COc1ccc(C(=O)Cl)cc1OC1CCCC1F. As a reaction SMILES: [CH3:23][c:24]1[cH:25][cH:26][cH:27][cH:28][cH:29]1.[F:1][CH:2]1[CH:3]([O:7][c:8]2[cH:9][c:10]([C:11](=[O:12])[OH:13])[cH:14][cH:15][c:16]2[O:17][CH3:18])[CH2:4][CH2:5][CH2:6]1.[S:19]([Cl:20])([Cl:21])=[O:22]>>[F:1][CH:2]1[CH:3]([O:7][c:8]2[cH:9][c:10]([C:11](=[O:12])[Cl:21])[cH:14][cH:15][c:16]2[O:17][CH3:18])[CH2:4][CH2:5][CH2:6]1. The reactants are C(Cl)Cl (DCM), O=P(Cl)(Cl)Cl (POCl3), C1(=CC=CC=C1)C(C(=O)O)C(=O)O (2-phenylmalonic acid), O=P(Cl)(Cl)Cl (POCl3), BrC1=CC(=C(N)C=C1)C (4-Bromo-2-methylaniline). Solvent: ice. Run at temperature 130 celsius. Product: BrC=1C=C2C(=C(C(=NC2=C(C1)C)Cl)C1=CC=CC=C1)Cl (6-Bromo-2,4-dichloro-8-methyl-3-phenylquinoline). RXN SMILES: [C:1]1([CH:7]([C:11](O)=O)C(O)=O)[CH:6]=[CH:5][CH:4]=[CH:3][CH:2]=1.O=P(Cl)(Cl)[Cl:16].[Br:19][C:20]1[CH:26]=[CH:25][C:23]([NH2:24])=[C:22]([CH3:27])[CH:21]=1.[CH2:28]([Cl:30])Cl>>[Br:19][C:20]1[CH:26]=[C:25]2[C:23](=[C:22]([CH3:27])[CH:21]=1)[N:24]=[C:11]([Cl:16])[C:7]([C:1]1[CH:6]=[CH:5][CH:4]=[CH:3][CH:2]=1)=[C:28]2[Cl:30]. Reported procedure: A mixture of 2-phenylmalonic acid (7.62 g, 42.3 mmol) and POCl3 (32.8 mL, 352 mmol) was stirred at reflux (130° C.) for 10 minutes, and the resulting homogeneous yellow solution was cooled in an ice bath. 4-Bromo-2-methylaniline (6.56 g, 35.2 mmol) was added in one portion and the mixture was refluxed for 2 hours. The dark solution was allowed to cool to room temperature and was diluted with DCM (70 mL) and ice (100 mL), and stirred at room temperature for ˜5-10 minutes at which point exothermic... Starting materials: OC1(CCC(CC1)=O)C1=CN=C(S1)C(C)C (4-hydroxy-4-(2-isopropylthiazol-5-yl)cyclohexanone), N1CC(C1)NC(CNC1=NC=NC2=CC=C(C=C12)C(F)(F)F)=O (N-(azetidin-3-yl)-2-((6-(trifluoromethyl)quinazolin-4-yl)amino)acetamide), BrC1=CN=C(S1)C(C)C (5-bromo-2-isopropylthiazole), O1CCOC12CCC(CC2)=O (1,4-dioxaspiro[4.5]decan-8-one), [BH-](OC(=O)C)(OC(=O)C)OC(=O)C.[Na+] (NaBH(OAc)3). The product is OC1(CCC(CC1)N1CC(C1)NC(CNC1=NC=NC2=CC=C(C=C12)C(F)(F)F)=O)C1=CN=C(S1)C(C)C (N-(1-(4-hydroxy-4-(2-isopropylthiazol-5-yl)cyclohexyl)azetidin-3-yl)-2-((6-(trifluoromethyl)quinazolin-4-yl)amino)acetamide). As a reaction SMILES: [OH:1][C:2]1([C:9]2[S:13][C:12]([CH:14]([CH3:16])[CH3:15])=[N:11][CH:10]=2)[CH2:7][CH2:6][C:5](=O)[CH2:4][CH2:3]1.BrC1SC(C(C)C)=NC=1.O1C2(CCC(=O)CC2)OCC1.[NH:37]1[CH2:40][CH:39]([NH:41][C:42](=[O:59])[CH2:43][NH:44][C:45]2[C:54]3[C:49](=[CH:50][CH:51]=[C:52]([C:55]([F:58])([F:57])[F:56])[CH:53]=3)[N:48]=[CH:47][N:46]=2)[CH2:38]1.[BH-](OC(C)=O)(OC(C)=O)OC(C)=O.[Na+]>>[OH:1][C:2]1([C:9]2[S:13][C:12]([CH:14]([CH3:16])[CH3:15])=[N:11][CH:10]=2)[CH2:7][CH2:6][CH:5]([N:37]2[CH2:38][CH:39]([NH:41][C:42](=[O:59])[CH2:43][NH:44][C:45]3[C:54]4[C:49](=[CH:50][CH:51]=[C:52]([C:55]([F:56])([F:58])[F:57])[CH:53]=4)[N:48]=[CH:47][N:46]=3)[CH2:40]2)[CH2:4][CH2:3]1 |f:4.5|. Procedure details: Reaction of 4-hydroxy-4-(2-isopropylthiazol-5-yl)cyclohexanone (prepared by the reaction of 5-bromo-2-isopropylthiazole with 1,4-dioxaspiro[4.5]decan-8-one using the sequence described in Example 24 Step A-B) with N-(azetidin-3-yl)-2-((6-(trifluoromethyl)quinazolin-4-yl)amino)acetamide (as prepared in Example 1 Step G) in the presence of TEA and NaBH(OAc)3 as described in Example 1, Step H afforded the product.